From a dataset of the Open Reaction Database (ORD), a public repository of structured organic reaction records. describe an organic reaction: reactants, conditions, products, and yield Reactants: C=O, CCOC(C)=O, CCO, [H][H], Nc1ccncc1, CCCCC1CO1. Yields the product CCCCC(O)CC(=O)OCC. As a reaction SMILES: [C:15]=[O:16].[CH3:19][CH2:20][O:21][C:22]([CH3:23])=[O:24].[CH3:25][CH2:26][OH:27].[H:17][H:18].[NH2:1][c:2]1[cH:3][cH:4][n:5][cH:6][cH:7]1.[O:8]1[CH2:9][CH:10]1[CH2:11][CH2:12][CH2:13][CH3:14]>>[OH:8][CH:10]([CH2:9][C:22]([O:21][CH2:20][CH3:19])=[O:24])[CH2:11][CH2:12][CH2:13][CH3:14]. Reactants: C1CCNCC1, ClC(Cl)Cl, [N-]=[N+]=[N-], [Na+], O=C(O)C(F)(F)F. The product is [N-]=[N+]=NN1CCCCC1. RXN SMILES: [CH2:5]1[CH2:6][CH2:7][NH:8][CH2:9][CH2:10]1.[CH:11]([Cl:12])([Cl:13])[Cl:14].[N-:2]=[N+:3]=[N-:4].[Na+:1].[OH:15][C:16]([C:17]([F:18])([F:19])[F:20])=[O:21]>>[N:2](=[N+:3]=[N-:4])[N:8]1[CH2:7][CH2:6][CH2:5][CH2:10][CH2:9]1. Run in C(CS)(=O)O (thioglycolic acid). Conditions: time 24 hour. Product: N[C@@H](CCCNC(N)=N)C(=O)N[C@@H](C)C(=O)N[C@@H](CCC(N)=O)C(=O)N[C@@H](CC(O)=O)C(=O)N[C@@H](CC1=CC=CC=C1)C(=O)N[C@@H](C(C)C)C(=O)N[C@@H](CCC(N)=O)C(=O)N[C@@H](CC1=CNC2=CC=CC=C12)C(=O)N[C@@H](CC(C)C)C(=O)N[C@@H](CCSC)C(=O)N[C@@H](CC(N)=O)C(=O)N[C@@H]([C@H](O)C)C(=O)O (H-Arg-Ala-Gln-Asp-Phe-Val-Gln-Trp-Leu-Met-Asn-Thr-OH). Reactants: N[C@@H](CCCNC(N)=N)C(=O)N[C@@H](C)C(=O)N[C@@H](CCC(N)=O)C(=O)N[C@@H](CC(O)=O)C(=O)N[C@@H](CC1=CC=CC=C1)C(=O)N[C@@H](C(C)C)C(=O)N[C@@H](CCC(N)=O)C(=O)N[C@@H](CC1=CNC2=CC=CC=C12)C(=O)N[C@@H](CC(C)C)C(=O)N[C@@H](CCS(=O)C)C(=O)N[C@@H](CC(N)=O)C(=O)N[C@@H]([C@H](O)C)C(=O)O (H-Arg-Ala-Gln-Asp-Phe-Val-Gln-Trp-Leu-Met(O)-Asn-Thr-OH), Sephadex. Procedure: In 2.5 ml of 5% thioglycolic acid-50% aqueous acetic acid was dissolved 25 mg of H-Arg-Ala-Gln-Asp-Phe-Val-Gln-Trp-Leu-Met(O)-Asn-Thr-OH and reduction was carried out at 45° C. for 24 hours. The reaction mixture was run onto a column (3.4×57 cm) of Sephadex LH-20 and elution was carried out with 30% aqueous acetic acid. The fractions from 200 ml to 240 ml were pooled and lyophilized. Yield 20 mg; Rf3 0.62 (Avicel®); amino acid analysis: Trp 0.74(1); Arg 1.13(1); Asp 2.08(2); Thr 0.95(1); Glu 2.0... RXN SMILES: [NH2:1][C@H:2]([C:10]([NH:12][C@H:13]([C:15]([NH:17][C@H:18]([C:24]([NH:26][C@H:27]([C:32]([NH:34][C@H:35]([C:43]([NH:45][C@H:46]([C:50]([NH:52][C@H:53]([C:59]([NH:61][C@H:62]([C:73]([NH:75][C@H:76]([C:81]([NH:83][C@H:84]([C:90]([NH:92][C@H:93]([C:98]([NH:100][C@H:101]([C:105]([OH:107])=[O:106])[C@@H:102]([CH3:104])[OH:103])=[O:99])[CH2:94][C:95](=[O:97])[NH2:96])=[O:91])[CH2:85][CH2:86][S:87]([CH3:89])=O)=[O:82])[CH2:77][CH:78]([CH3:80])[CH3:79])=[O:74])[CH2:63][C:64]1[C:72]2[C:67](=[CH:68][CH:69]=[CH:70][CH:71]=2)[NH:66][CH:65]=1)=[O:60])[CH2:54][CH2:55][C:56](=[O:58])[NH2:57])=[O:51])[CH:47]([CH3:49])[CH3:48])=[O:44])[CH2:36][C:37]1[CH:42]=[CH:41][CH:40]=[CH:39][CH:38]=1)=[O:33])[CH2:28][C:29](=[O:31])[OH:30])=[O:25])[CH2:19][CH2:20][C:21](=[O:23])[NH2:22])=[O:16])[CH3:14])=[O:11])[CH2:3][CH2:4][CH2:5][NH:6][C:7](=[NH:9])[NH2:8]>C(O)(=O)CS>[NH2:1][C@H:2]([C:10]([NH:12][C@H:13]([C:15]([NH:17][C@H:18]([C:24]([NH:26][C@H:27]([C:32]([NH:34][C@H:35]([C:43]([NH:45][C@H:46]([C:50]([NH:52][C@H:53]([C:59]([NH:61][C@H:62]([C:73]([NH:75][C@H:76]([C:81]([NH:83][C@H:84]([C:90]([NH:92][C@H:93]([C:98]([NH:100][C@H:101]([C:105]([OH:107])=[O:106])[C@@H:102]([CH3:104])[OH:103])=[O:99])[CH2:94][C:95](=[O:97])[NH2:96])=[O:91])[CH2:85][CH2:86][S:87][CH3:89])=[O:82])[CH2:77][CH:78]([CH3:80])[CH3:79])=[O:74])[CH2:63][C:64]1[C:72]2[C:67](=[CH:68][CH:69]=[CH:70][CH:71]=2)[NH:66][CH:65]=1)=[O:60])[CH2:54][CH2:55][C:56](=[O:58])[NH2:57])=[O:51])[CH:47]([CH3:48])[CH3:49])=[O:44])[CH2:36][C:37]1[CH:42]=[CH:41][CH:40]=[CH:39][CH:38]=1)=[O:33])[CH2:28][C:29](=[O:30])[OH:31])=[O:25])[CH2:19][CH2:20][C:21](=[O:23])[NH2:22])=[O:16])[CH3:14])=[O:11])[CH2:3][CH2:4][CH2:5][NH:6][C:7](=[NH:8])[NH2:9]. The reactants are O(C1=CC=CC=C1)C1=CC=C(C=C1)OC(=O)N1CCC(CC1)CO (4-(Hydroxymethyl)-1-piperidinecarboxylic acid 4-phenoxyphenyl ester), BrN1C(CCC1=O)=O (N-Bromosuccinimide). The solvent is C1=CC=CC=C1 (benzene). Reaction conditions: time 8 hour. The product is BrCC1CCN(CC1)C(=O)OC1=CC=C(C=C1)OC1=CC=CC=C1 (4-(Bromomethyl)-1-piperidinecarboxylic acid, 4-phenoxyphenyl ester). The yield is 210.1%. As a reaction SMILES: [O:1]([C:8]1[CH:13]=[CH:12][C:11]([O:14][C:15]([N:17]2[CH2:22][CH2:21][CH:20]([CH2:23]O)[CH2:19][CH2:18]2)=[O:16])=[CH:10][CH:9]=1)[C:2]1[CH:7]=[CH:6][CH:5]=[CH:4][CH:3]=1.[Br:25]N1C(=O)CCC1=O>C1C=CC=CC=1>[Br:25][CH2:23][CH:20]1[CH2:21][CH2:22][N:17]([C:15]([O:14][C:11]2[CH:12]=[CH:13][C:8]([O:1][C:2]3[CH:7]=[CH:6][CH:5]=[CH:4][CH:3]=3)=[CH:9][CH:10]=2)=[O:16])[CH2:18][CH2:19]1. Procedure: The hydroxymethyl derivative produced in Example 30 (5.0 g, 15 mmol) and wiphenylphosphine (4.0 g, 15 mmol) were dissolved in 100 ml of benzene and the resulting solution put under a nitrogen atmosphere. N-Bromosuccinimide (2.7 g, 15 mmol) was added in portions to the above solution and the reaction stirred at room temperature overnight. The solvent was removed under reduced pressure to give 12.3 g of a brown oil. Purification of this oil by chromatography on 600 g of silica gel (230-400 mesh) u... The reactants are [Br-], C1CCCCC1, [O-]Cl, O=Cc1cc(C(F)(F)F)cc(Cl)c1F, Cl, [K+], [Na+], [Na+], [Na+], [Na+], [OH-], O, O=S([O-])[O-]. Yields the product O=C(O)c1cc(C(F)(F)F)cc(Cl)c1F. As a reaction SMILES: [Br-:5].[CH2:30]1[CH2:31][CH2:32][CH2:33][CH2:34][CH2:35]1.[Cl:1][O-:2].[Cl:8][c:9]1[c:10]([F:21])[c:11]([CH:12]=[O:13])[cH:14][c:15]([C:17]([F:18])([F:19])[F:20])[cH:16]1.[ClH:28].[K+:4].[Na+:26].[Na+:27].[Na+:3].[Na+:7].[OH-:6].[OH2:29].[S:22](=[O:23])([O-:24])[O-:25]>>[Cl:8][c:9]1[c:10]([F:21])[c:11]([C:12](=[O:13])[OH:23])[cH:14][c:15]([C:17]([F:18])([F:19])[F:20])[cH:16]1. RXN SMILES: [BH4-].[Na+].[F:3][C:4]1[CH:9]=[C:8]([F:10])[CH:7]=[CH:6][C:5]=1/[CH:11]=[CH:12]/[C:13]1[CH:18]=[CH:17][C:16]([S:19]([C:22]2[CH:29]=[CH:28][CH:27]=[CH:26][C:23]=2[CH:24]=[O:25])(=[O:21])=[O:20])=[CH:15][CH:14]=1>CO.C(Cl)Cl>[F:3][C:4]1[CH:9]=[C:8]([F:10])[CH:7]=[CH:6][C:5]=1/[CH:11]=[CH:12]/[C:13]1[CH:14]=[CH:15][C:16]([S:19]([C:22]2[CH:29]=[CH:28][CH:27]=[CH:26][C:23]=2[CH2:24][OH:25])(=[O:20])=[O:21])=[CH:17][CH:18]=1 |f:0.1|. The solvent is CO (MeOH), C(Cl)Cl (CH2Cl2). Starting materials: [BH4-].[Na+] (Sodium borohydride), FC1=C(C=CC(=C1)F)/C=C/C1=CC=C(C=C1)S(=O)(=O)C1=C(C=O)C=CC=C1 (2-({4-[(E)-2-(2,4-difluorophenyl)vinyl]phenyl}sulfonyl)benzaldehyde). Reaction conditions: time 2 hour. Reported procedure: Sodium borohydride (89 mg, 1.8 mmol) was added to a solution of 2-({4-[(E)-2-(2,4-difluorophenyl)vinyl]phenyl}sulfonyl)benzaldehyde (Step 1; 233 mg, 0.61 mmol) in MeOH (7 mL) and CH2Cl2 (3 mL). After 2 h, the mixture was partitioned between CH2Cl2 (10 mL) and water (10 mL), the phases were separated and the aqueous portion extracted with further CH2Cl2 (10 mL). The combined organics were then dried (MgSO4), filtered and concentrated in vacuo. Purification by flash chromatography (eluant 40% EtOA... The product is FC1=C(C=CC(=C1)F)/C=C/C1=CC=C(C=C1)S(=O)(=O)C1=C(C=CC=C1)CO ([2-({4-[(E)-2-(2,4-difluorophenyl)vinyl]phenyl}sulfonyl)phenyl]methanol). The yield is 88.2%.